The task is: describe an organic reaction: reactants, conditions, products, and yield. This data is from the Open Reaction Database (ORD), a public repository of structured organic reaction records. Reactants: CN(C)C=O, Clc1cnc2ccccc2n1, [Na+], [SH-]. Yields the product Sc1cnc2ccccc2n1. Reaction SMILES: [CH3:14][N:15]([CH3:16])[CH:17]=[O:18].[Cl:1][c:2]1[n:3][c:4]2[cH:5][cH:6][cH:7][cH:8][c:9]2[n:10][cH:11]1.[Na+:13].[SH-:12]>>[c:2]1([SH:12])[n:3][c:4]2[cH:5][cH:6][cH:7][cH:8][c:9]2[n:10][cH:11]1. Reactants: SC=1C=C(C(=O)O)C=CC1 (3-mercaptobenzoic acid), C([O-])([O-])=O.[K+].[K+] (potassium carbonate), BrC(C#N)CC (bromobutyronitrile). The solvent is C(C)O (ethanol). The product is C(#N)CCCSC=1C=C(C(=O)O)C=CC1 (3-(3-Cyanopropylsulfanyl)benzoic acid). The yield is 54.7%. As a reaction SMILES: [SH:1][C:2]1[CH:3]=[C:4]([CH:8]=[CH:9][CH:10]=1)[C:5]([OH:7])=[O:6].C(=O)([O-])[O-].[K+].[K+].Br[CH:18]([CH2:21][CH3:22])[C:19]#[N:20]>C(O)C>[C:19]([CH2:18][CH2:21][CH2:22][S:1][C:2]1[CH:3]=[C:4]([CH:8]=[CH:9][CH:10]=1)[C:5]([OH:7])=[O:6])#[N:20] |f:1.2.3|. Procedure details: To solution of 3-mercaptobenzoic acid (250 mg, 1.62 mmole) in ethanol (10 ml), anhydrous potassium carbonate (896 mg, 6.48 mmole) was added followed by bromobutyronitrile (239.97 mg, 1.62 mmole). The reaction mixture was refluxed overnight. The ethanol was evaporated and water added. The basic solution was extracted with ethyl acetate. The aqueous layer was acidified and the resulting precipitate filtered and dried to yield 196 mg product. M.S. m/s 220 (M−1)+. 1H NMR (DMSO) δ 1.79 (2H, m, —CH2-)... Starting materials: C=CCN1CCCc2ccc(OC)cc2C1=O, CCO, B1CCCCCCCC1C1CCCCCCCC1, [Na+], [Na+], [Na+], C1CCOC1, [OH-], OO, O=S([O-])([O-])=S. Yields the product COc1ccc2c(c1)C(=O)N(CCCO)CCC2. Reaction SMILES: [CH2:1]([CH:2]=[CH2:3])[N:4]1[C:5](=[O:17])[c:6]2[c:7]([cH:11][cH:12][c:13]([O:15][CH3:16])[cH:14]2)[CH2:8][CH2:9][CH2:10]1.[CH3:52][CH2:53][OH:54].[CH:18]1([CH:19]2[CH2:20][CH2:21][CH2:22][CH2:23][CH2:24][CH2:25][CH2:26][CH2:27]2)[BH:28][CH2:29][CH2:30][CH2:31][CH2:32][CH2:33][CH2:34][CH2:35]1.[Na+:37].[Na+:45].[Na+:46].[O:47]1[CH2:48][CH2:49][CH2:50][CH2:51]1.[OH-:36].[OH:38][OH:39].[S:40]([O-:41])(=[O:42])([O-:43])=[S:44]>>[CH2:1]([CH2:2][CH2:3][OH:42])[N:4]1[C:5](=[O:17])[c:6]2[c:7]([cH:11][cH:12][c:13]([O:15][CH3:16])[cH:14]2)[CH2:8][CH2:9][CH2:10]1.